From a dataset of the Open Reaction Database (ORD), a public repository of structured organic reaction records. describe an organic reaction: reactants, conditions, products, and yield The reactants are C1CCOC1, CCOC(=O)C1CC2(C)C(C)CC1N(C)C2C, [Li]CCCC, CC(C)NC(C)C, [Cl-], CCOC(=O)Cl, [Na+]. Product: CCOC(=O)C1(C(=O)OCC)CC2(C)C(C)CC1N(C)C2C. Reaction SMILES: [CH2:36]1[O:37][CH2:38][CH2:39][CH2:40]1.[CH3:13][N:14]1[CH:15]2[CH:16]([C:25](=[O:26])[O:27][CH2:28][CH3:29])[CH2:17][C:18]([CH3:24])([CH:19]1[CH3:20])[CH:21]([CH3:23])[CH2:22]2.[CH3:8][CH2:9][CH2:10][CH2:11][Li:12].[CH:1]([NH:2][CH:3]([CH3:4])[CH3:5])([CH3:6])[CH3:7].[Cl-:42].[Cl:30][C:31](=[O:32])[O:33][CH2:34][CH3:35].[Na+:41]>>[CH3:13][N:14]1[CH:15]2[C:16]([C:25](=[O:26])[O:27][CH2:28][CH3:29])([C:31](=[O:32])[O:33][CH2:34][CH3:35])[CH2:17][C:18]([CH3:24])([CH:19]1[CH3:20])[CH:21]([CH3:23])[CH2:22]2. Starting materials: C(C(=C)C)(=O)O (Methacrylic acid), pyridine anhydride, C(Cl)C1CO1 (epichlorohydrin). Run at time 36 hour. Yields the product C(C(=C)C)(=O)OCC1CO1 (Glycidyl Methacrylate). The yield is 73.0%. RXN SMILES: [C:1]([OH:6])(=[O:5])[C:2]([CH3:4])=[CH2:3].[CH2:7]([CH:9]1[O:11][CH2:10]1)Cl>>[C:1]([O:6][CH2:7][CH:9]1[O:11][CH2:10]1)(=[O:5])[C:2]([CH3:4])=[CH2:3]. Procedure details: Methacrylic acid (34.4 g, 0.4 mole) was dissolved in 50 g (0.63 mole) of pyridine anhydride. The exothermic reaction was cooled by placing the reaction vessel in a liquid nitrogen-isopropyl alcohol bath. Thereafter, 50.8 g (0.55 mole) of epichlorohydrin was added dropwise. The cooling bath was removed, and the reaction mixture was stirred at room temperature for over 36 hours. The reaction was monitored using TLC. The reaction mixture was transferred to a separatory funnel, neutralized using 1 N... The reactants are CCCOC(=O)CBr, ClCCl, ClCCl, C[O-], CN(C)C=O, CO, CO, Cc1ccccc1, O=C1CN=C(c2ccccc2Cl)c2cc([N+](=O)[O-])ccc2N1, [Na+], O. The product is CCCOC(=O)CN1C(=O)CN=C(c2ccccc2Cl)c2cc([N+](=O)[O-])ccc21. Reaction SMILES: [Br:31][CH2:32][C:33](=[O:34])[O:35][CH2:36][CH2:37][CH3:38].[CH2:41]([Cl:42])[Cl:43].[CH2:44]([Cl:45])[Cl:46].[CH3:23][O-:24].[CH3:26][N:27]([CH3:28])[CH:29]=[O:30].[CH3:39][OH:40].[CH3:47][OH:48].[CH3:50][c:51]1[cH:52][cH:53][cH:54][cH:55][cH:56]1.[N+:1](=[O:2])([O-:3])[c:4]1[cH:5][cH:6][c:7]2[c:8]([cH:22]1)[C:9]([c:15]1[c:16]([Cl:21])[cH:17][cH:18][cH:19][cH:20]1)=[N:10][CH2:11][C:12](=[O:14])[NH:13]2.[Na+:25].[OH2:49]>>[N+:1](=[O:2])([O-:3])[c:4]1[cH:5][cH:6][c:7]2[c:8]([cH:22]1)[C:9]([c:15]1[c:16]([Cl:21])[cH:17][cH:18][cH:19][cH:20]1)=[N:10][CH2:11][C:12](=[O:14])[N:13]2[CH2:32][C:33](=[O:34])[O:35][CH2:36][CH2:37][CH3:38].